The task is: describe an organic reaction: reactants, conditions, products, and yield. This data is from the Open Reaction Database (ORD), a public repository of structured organic reaction records. The reactants are [Li]CCCC, CCCCCC, CC(C)NC(C)C, CC(C)[N-]C(C)C, Clc1ccncc1, [Li+], CN(C)C=O, C1CCOC1. The product is O=Cc1cnccc1Cl. Reaction SMILES: [CH2:16]([Li:17])[CH2:18][CH2:19][CH3:20].[CH3:38][CH2:39][CH2:40][CH2:41][CH2:42][CH3:43].[CH:21]([NH:22][CH:23]([CH3:24])[CH3:25])([CH3:26])[CH3:27].[CH:8]([N-:9][CH:10]([CH3:11])[CH3:12])([CH3:13])[CH3:14].[Cl:1][c:2]1[cH:3][cH:4][n:5][cH:6][cH:7]1.[Li+:15].[O:28]=[CH:29][N:30]([CH3:31])[CH3:32].[O:33]1[CH2:34][CH2:35][CH2:36][CH2:37]1>>[Cl:1][c:2]1[cH:3][cH:4][n:5][cH:6][c:7]1[CH:29]=[O:28]. Reactants: CNC(C)(C)C (N,2-dimethylpropan-2-amine), CN(C)C(=[N+](C)C)ON1C2=C(C=CC=C2)N=N1.[B-](F)(F)(F)F (TBTU), CCN(C(C)C)C(C)C (DIEA), O1C(CCC1)COC1=C(C=CC(=N1)C(=O)O)C(F)(F)F (6-((tetrahydrofuran-2-yl)methoxy)-5-(trifluoromethyl)picolinic acid). The product is C(C)(C)(C)N(C(=O)C1=NC(=C(C=C1)C(F)(F)F)OCC1OCCC1)C (6-(Tetrahydro-furan-2-ylmethoxy)-5-trifluoromethyl-pyridine-2-carboxylic acid tert-butyl-methyl-amide). As a reaction SMILES: [O:1]1[CH2:5][CH2:4][CH2:3][CH:2]1[CH2:6][O:7][C:8]1[N:13]=[C:12]([C:14]([OH:16])=O)[CH:11]=[CH:10][C:9]=1[C:17]([F:20])([F:19])[F:18].[CH3:21][NH:22][C:23]([CH3:26])([CH3:25])[CH3:24].CN(C(ON1N=NC2C=CC=CC1=2)=[N+](C)C)C.[B-](F)(F)(F)F.CCN(C(C)C)C(C)C>>[C:23]([N:22]([CH3:21])[C:14]([C:12]1[CH:11]=[CH:10][C:9]([C:17]([F:20])([F:19])[F:18])=[C:8]([O:7][CH2:6][CH:2]2[CH2:3][CH2:4][CH2:5][O:1]2)[N:13]=1)=[O:16])([CH3:26])([CH3:25])[CH3:24] |f:2.3|. Reported procedure: In analogy to the procedure described in Example 47 b), 6-((tetrahydrofuran-2-yl)methoxy)-5-(trifluoromethyl)picolinic acid was reacted with N,2-dimethylpropan-2-amine (CAN 94896-77-2) in the presence of TBTU and DIEA to give the title compound as colorless oil; MS (EI): m/e=361.5 [MH+]. Reactants: C(CCCC)C1=CCC(CC1)[C@@H]1CC[C@H](CC1)CCCCC (1-pentyl-4-(trans-4-pentylcyclohexyl)-cyclohexene), C(CCCC)[C@@H]1CC[C@H](CC1)C1CCC(CC1)=O (4-(trans-4-pentylcyclohexyl)-cyclohexanone), pentyl-MgBr. Product: C(CCCC)C1(CCC(CC1)[C@@H]1CC[C@H](CC1)CCCCC)O (1-pentyl-4-(trans-4-pentylcyclohexyl)-cyclohexanol). Reaction SMILES: [CH2:1]([C:6]1[CH2:11][CH2:10][CH:9]([C@H:12]2[CH2:17][CH2:16][C@H:15]([CH2:18][CH2:19][CH2:20][CH2:21][CH3:22])[CH2:14][CH2:13]2)[CH2:8][CH:7]=1)[CH2:2][CH2:3][CH2:4][CH3:5].C([C@H]1CC[C@H](C2CCC(=[O:40])CC2)CC1)CCCC>>[CH2:1]([C:6]1([OH:40])[CH2:11][CH2:10][CH:9]([C@H:12]2[CH2:17][CH2:16][C@H:15]([CH2:18][CH2:19][CH2:20][CH2:21][CH3:22])[CH2:14][CH2:13]2)[CH2:8][CH2:7]1)[CH2:2][CH2:3][CH2:4][CH3:5]. Procedure details: 30.4 g of 1-pentyl-4-(trans-4-pentylcyclohexyl)-cyclohexene [obtainable by reacting 4-(trans-4-pentylcyclohexyl)-cyclohexanone with pentyl-MgBr, hydrolysing the product to give 1-pentyl-4-(trans-4-pentylcyclohexyl)-cyclohexanol and dehydrating the latter], 2.7 g of liquid HCN, 0.1 g of palladium bis-[2,3,0-isopropylidene-2,3-dihydroxy-1,4-bis-(diphenylphosphino)-butane] and 100 ml of acetonitrile are heated at 130° for 1 hour in an autoclave. The mixture is cooled, evaporated and worked up in th... Starting materials: COCC(=O)Cl (methoxyacetyl chloride), [Cl-].[Cl-].[Ca+2] (CaCl2), BrC=1C=CC(=C(NC)C1)[N+](=O)[O-] (5-bromo-N-methyl-2-nitroaniline), [H-].[Na+] (NaH), [Cl-].[Cl-].[Ca+2] (CaCl2). The solvent is C1CCOC1 (THF). Product: BrC=1C=CC(=C(C1)N(C(COC)=O)C)[N+](=O)[O-] (N-(5-Bromo-2-nitrophenyl)-2-methoxy-N-methylacetamide). As a reaction SMILES: [Br:1][C:2]1[CH:3]=[CH:4][C:5]([N+:10]([O-:12])=[O:11])=[C:6]([CH:9]=1)[NH:7][CH3:8].[H-].[Na+].[Cl-].[Cl-].[Ca+2].[CH3:18][O:19][CH2:20][C:21](Cl)=[O:22]>C1COCC1>[Br:1][C:2]1[CH:3]=[CH:4][C:5]([N+:10]([O-:12])=[O:11])=[C:6]([N:7]([CH3:8])[C:21](=[O:22])[CH2:20][O:19][CH3:18])[CH:9]=1 |f:1.2,3.4.5|. Procedure details: To a solution of 5-bromo-N-methyl-2-nitroaniline (500 mg) in THF (10 ml) was added NaH (40% oil dispersion, 104 mg) at 0° C. The mixture was stirred at 0° C. under a dry atmosphere (CaCl2 tube) for 30 min. After being stirred, methoxyacetyl chloride (0.237 ml) was added to the reaction mixture. The mixture was stirred at 60° C. under a dry atmosphere (CaCl2 tube) for 3 h and then at room temperature overnight. The mixture was quenched with water and extracted with EtOAc. The organic layer was se... The reactants are Cl.O1CCOCC1 (hydrochloric acid dioxane), C(#N)C=1C=CC(=C(C1)N(CC(=O)NCCN(C(C)C)C(=O)OC(C)(C)C)CC(=O)N(C)N1CC2=CC=CC=C2C1)C (N2-(5-cyano-2-methylphenyl)-N2-{2-[1,3-dihydro-2H-isoindol-2-yl(methyl)amino]-2-oxoethyl}-N1-{2-[(tert-butoxycarbonyl)(isopropyl)amino]ethyl}glycinamide), C(C)OCC (Diethyl ether). Solvent: ClCCl (dichloromethane). Run at time 2 hour. The product is Cl.Cl.C(#N)C=1C=CC(=C(C1)N(CC(=O)NCCNC(C)C)CC(=O)N(C)N1CC2=CC=CC=C2C1)C (N2-(5-cyano-2-methylphenyl)-N2-{2-[1,3-dihydro-2H-isoindol-2-yl(methyl)amino]-2-oxoethyl}-N1-[2-(isopropylamino)ethyl]glycinamide dihydrochloride). Isolated yield 97.3%. Reaction SMILES: [C:1]([C:3]1[CH:4]=[CH:5][C:6]([CH3:41])=[C:7]([N:9]([CH2:27][C:28]([N:30]([N:32]2[CH2:40][C:39]3[C:34](=[CH:35][CH:36]=[CH:37][CH:38]=3)[CH2:33]2)[CH3:31])=[O:29])[CH2:10][C:11]([NH:13][CH2:14][CH2:15][N:16](C(OC(C)(C)C)=O)[CH:17]([CH3:19])[CH3:18])=[O:12])[CH:8]=1)#[N:2].[ClH:42].O1CCOCC1.C(OCC)C>ClCCl>[ClH:42].[ClH:42].[C:1]([C:3]1[CH:4]=[CH:5][C:6]([CH3:41])=[C:7]([N:9]([CH2:27][C:28]([N:30]([N:32]2[CH2:33][C:34]3[C:39](=[CH:38][CH:37]=[CH:36][CH:35]=3)[CH2:40]2)[CH3:31])=[O:29])[CH2:10][C:11]([NH:13][CH2:14][CH2:15][NH:16][CH:17]([CH3:18])[CH3:19])=[O:12])[CH:8]=1)#[N:2] |f:1.2,5.6.7|. Procedure details: The compound (2.81 g, 4.99 mmol) obtained in step B was dissolved in dichloromethane (15 ml), 4N hydrochloric acid-dioxane solution (15 ml, 60 mmol) was added at room temperature, and the mixture was stirred at the same temperature for 2 hr. Diethyl ether was added to the reaction mixture, and the precipitated solid was collected by filtration, washed with diethyl ether, and dried under reduced pressure to give the title compound (2.60 g, yield 97%) as a colorless solid. Starting materials: O=C(n1ccnc1)n1ccnc1, CN(C)C=O, CC(C)NO, O=C(O)c1n[nH]c2c(=O)[nH]c3cc(Cl)ccc3c(=O)c12, Cl, O. Product: CC(C)NOC(=O)c1n[nH]c2c(=O)[nH]c3cc(Cl)ccc3c(=O)c12. As a reaction SMILES: [C:21]([n:22]1[cH:23][cH:24][n:25][cH:26]1)([n:27]1[cH:28][cH:29][n:30][cH:31]1)=[O:32].[CH3:40][N:41]([CH3:42])[CH:43]=[O:44].[CH:34]([CH3:35])([CH3:36])[NH:37][OH:38].[Cl:1][c:2]1[cH:3][c:4]2[c:5]([c:6](=[O:18])[c:7]3[c:8]([c:9](=[O:11])[nH:10]2)[nH:12][n:13][c:14]3[C:15](=[O:16])[OH:17])[cH:19][cH:20]1.[ClH:33].[OH2:39]>>[Cl:1][c:2]1[cH:3][c:4]2[c:5]([c:6](=[O:18])[c:7]3[c:8]([c:9](=[O:11])[nH:10]2)[nH:12][n:13][c:14]3[C:15](=[O:16])[O:17][NH:37][CH:34]([CH3:35])[CH3:36])[cH:19][cH:20]1.